From a dataset of the Open Reaction Database (ORD), a public repository of structured organic reaction records. describe an organic reaction: reactants, conditions, products, and yield Reactants: C([O-])([O-])=O.[Na+].[Na+] (sodium carbonate), NCC1N(CCC1)CC (2-aminomethyl-1-ethylpyrrolidine), Cl.FC(C1=CC=C2C(=CC=NC2=C1)NC1=CC=C(C=C1)S(=O)(=O)Cl)(F)F (4-(7-Trifluoromethyl-4-quinolinylamino)benzenesulphonyl chloride hydrochloride), ice. The solvent is C(Cl)(Cl)Cl (chloroform). Product: FC(C1=CC=C2C(=CC=NC2=C1)NC1=CC=C(C=C1)S(=O)(=O)NCC1N(CCC1)CC)(F)F (4-(7-Trifluoromethyl-4-quinolinylamino)-N-[(1-ethyl-2-pyrrolidinyl) methyl]benzenesulphonamide). The yield is 28.2%. Reaction SMILES: Cl.[F:2][C:3]([F:26])([F:25])[C:4]1[CH:13]=[C:12]2[C:7]([C:8]([NH:14][C:15]3[CH:20]=[CH:19][C:18]([S:21](Cl)(=[O:23])=[O:22])=[CH:17][CH:16]=3)=[CH:9][CH:10]=[N:11]2)=[CH:6][CH:5]=1.C(=O)([O-])[O-].[Na+].[Na+].[NH2:33][CH2:34][CH:35]1[CH2:39][CH2:38][CH2:37][N:36]1[CH2:40][CH3:41]>C(Cl)(Cl)Cl>[F:2][C:3]([F:26])([F:25])[C:4]1[CH:13]=[C:12]2[C:7]([C:8]([NH:14][C:15]3[CH:20]=[CH:19][C:18]([S:21]([NH:33][CH2:34][CH:35]4[CH2:39][CH2:38][CH2:37][N:36]4[CH2:40][CH3:41])(=[O:23])=[O:22])=[CH:17][CH:16]=3)=[CH:9][CH:10]=[N:11]2)=[CH:6][CH:5]=1 |f:0.1,2.3.4|. Procedure: 4-(7-Trifluoromethyl-4-quinolinylamino)benzenesulphonyl chloride hydrochloride (4.3 g, 0.01 mol) was added portionwise to a well stirred mixture of aqueous sodium carbonate (12.3 g in 70 ml of water) and 2-aminomethyl-1-ethylpyrrolidine (1.3 g, 0.01 mol) in chloroform (70 ml) at about 10° C. The ice bath used for cooling was removed and, after 11/2 hours, the mixture was filtered. The solid was washed with water and then air-dried. Recrystallisation from ethanol-water, followed by drying, gave t...